Dataset: the Open Reaction Database (ORD), a public repository of structured organic reaction records. Task: describe an organic reaction: reactants, conditions, products, and yield The reactants are [OH-].[K+] (KOH), N1C=NC2=C1C=C(C=C2)N2C(C(=C(C2C2=CC=C(C=C2)C2CCCCC2)C)O)=O (1-(1H-Benzo[d]imidazol-6-yl)-5-(4-cyclohexylphenyl)-3-hydroxy-4-methyl-1H-pyrrol-2(5H)-one), CC1=CC=C(C=C1)S(=O)(=O)N(C)N=O (diazald), C(CO)O.CCOCC (ethylene glycol Et2O). The solvent is CO (MeOH). The product is N1C=NC2=C1C=C(C=C2)N2C(C(=C(C2C2=CC=C(C=C2)C2CCCCC2)C)OC)=O (1-(1H-Benzo[d]imidazol-6-yl)-5-(4-cyclohexylphenyl)-3-methoxy-4-methyl-1H-pyrrol -2(5H)-one). As a reaction SMILES: [OH-].[K+].[CH3:3]C1C=CC(S(N(N=O)C)(=O)=O)=CC=1.C(O)CO.CCOCC.[NH:26]1[C:30]2[CH:31]=[C:32]([N:35]3[CH:39]([C:40]4[CH:45]=[CH:44][C:43]([CH:46]5[CH2:51][CH2:50][CH2:49][CH2:48][CH2:47]5)=[CH:42][CH:41]=4)[C:38]([CH3:52])=[C:37]([OH:53])[C:36]3=[O:54])[CH:33]=[CH:34][C:29]=2[N:28]=[CH:27]1>CO>[NH:26]1[C:30]2[CH:31]=[C:32]([N:35]3[CH:39]([C:40]4[CH:45]=[CH:44][C:43]([CH:46]5[CH2:51][CH2:50][CH2:49][CH2:48][CH2:47]5)=[CH:42][CH:41]=4)[C:38]([CH3:52])=[C:37]([O:53][CH3:3])[C:36]3=[O:54])[CH:33]=[CH:34][C:29]=2[N:28]=[CH:27]1 |f:0.1,3.4|. Procedure details: The compound was synthesized starting from KOH (15 eq in water), diazald (9 eq), ethylene glycol/Et2O (1/2 v/v, 30 ml), 1-(1H-Benzo[d]imidazol-6-yl)-5-(4-cyclohexylphenyl)-3-hydroxy-4-methyl-1H-pyrrol-2(5H)-one (0.900 g, 2.32 mmol, 1 eq) and MeOH (10 ml); yield: 0.200 g (21.4%); MS m/z: 402.1 [M+H]+; 1H-NMR: (400 MHz, DMSO-D6) δ: 12.4 (b, 1H), 8.32 (s, 1H), 7.71 (s, 1H), 7.46-7.44 (m, 1H), 7.34 (m, 1H), 7.16-7.11 (m, 4H), 5.77 (s, 1H), 3.93 (s, 3H), 2.39 (m, 1H), 1.79-1.60 (m, 8H), 1.40-1.20 (m,...